From a dataset of the Open Reaction Database (ORD), a public repository of structured organic reaction records. describe an organic reaction: reactants, conditions, products, and yield The reactants are Cc1ncc(CSC(=O)c2ccccc2)c(CO)c1O, ClC(Cl)Cl. Product: Cc1ncc(CSC(=O)c2ccccc2)c(C=O)c1O. As a reaction SMILES: [CH3:1][c:2]1[n:3][cH:4][c:5]([CH2:11][S:12][C:13]([c:14]2[cH:15][cH:16][cH:17][cH:18][cH:19]2)=[O:20])[c:6]([CH2:9][OH:10])[c:7]1[OH:8].[CH:21]([Cl:22])([Cl:23])[Cl:24]>>[CH3:1][c:2]1[n:3][cH:4][c:5]([CH2:11][S:12][C:13]([c:14]2[cH:15][cH:16][cH:17][cH:18][cH:19]2)=[O:20])[c:6]([CH:9]=[O:10])[c:7]1[OH:8].